From a dataset of the Open Reaction Database (ORD), a public repository of structured organic reaction records. describe an organic reaction: reactants, conditions, products, and yield Starting materials: C[Si](Cl)(C)C (trimethylchlorosilane), ClC1=C(C=CC(=C1)F)OC (2-chloro-4-fluoroanisole), [Li]C(C)(C)C (t-BuLi), CCCCC (pentane), C([O-])(O)=O.[Na+] (sodium bicarbonate). The solvent is C1CCOC1 (THF). Conditions: time 15 minute. Product: FC1=C(C(=C(C=C1)OC)Cl)[Si](C)(C)C (4-fluoro-2-chloro-3-(trimethylsilyl)anisole). As a reaction SMILES: [Cl:1][C:2]1[CH:7]=[C:6]([F:8])[CH:5]=[CH:4][C:3]=1[O:9][CH3:10].[Li]C(C)(C)C.CCCCC.[CH3:21][Si:22]([CH3:25])([CH3:24])Cl.C(=O)(O)[O-].[Na+]>C1COCC1>[F:8][C:6]1[CH:5]=[CH:4][C:3]([O:9][CH3:10])=[C:2]([Cl:1])[C:7]=1[Si:22]([CH3:25])([CH3:24])[CH3:21] |f:4.5|. Procedure: To a solution of 2-chloro-4-fluoroanisole (16.5 g, 100 mmol) in THF (500 mL) cooled at −75° C. was added dropwise a solution of t-BuLi in pentane (1.7 M, 61.8 mL, 105 mmol). The reaction was kept at −75° C. for 15 min, quenched at −75° C. with trimethylchlorosilane (19.0 mL, 150 mmol) and finally poured into a saturated solution of sodium bicarbonate. The organic layer was washed with brine, dried over magnesium sulfate and concentrated. The residue was purified by chromatography on silica gel e... Reactants: C(C1=CC=CC=C1)OC(=O)N1CCC(CC1)CN (4-aminomethyl-piperidine-1-carboxylic acid benzyl ester), ClC1=NC=CC=C1F (2-chloro-3-fluoropyridine), C(CCC)N(CCCC)CCCC (tributylamine), COCCO (2-methoxyethanol). The solvent is C1(CCCCC1)O (cyclohexanol). Yields the product C(C1=CC=CC=C1)OC(=O)N1CCC(CC1)CNC1=NC=CC=C1F (4-[(3-fluoro-pyridin-2-ylamino)-methyl]-piperidine-1-carboxylic acid benzyl ester). Reaction SMILES: [CH2:1]([O:8][C:9]([N:11]1[CH2:16][CH2:15][CH:14]([CH2:17][NH2:18])[CH2:13][CH2:12]1)=[O:10])[C:2]1[CH:7]=[CH:6][CH:5]=[CH:4][CH:3]=1.Cl[C:20]1[C:25]([F:26])=[CH:24][CH:23]=[CH:22][N:21]=1.C(N(CCCC)CCCC)CCC.COCCO>C1(O)CCCCC1>[CH2:1]([O:8][C:9]([N:11]1[CH2:16][CH2:15][CH:14]([CH2:17][NH:18][C:20]2[C:25]([F:26])=[CH:24][CH:23]=[CH:22][N:21]=2)[CH2:13][CH2:12]1)=[O:10])[C:2]1[CH:7]=[CH:6][CH:5]=[CH:4][CH:3]=1. Reported procedure: A mixture of 2 mmol of 4-aminomethyl-piperidine-1-carboxylic acid benzyl ester, 1 mmol of 2-chloro-3-fluoropyridine, and 1 mmol of tributylamine were heated to reflux in 2 mL of cyclohexanol for 3 days (or 2-methoxyethanol for 14 days) under nitrogen. Preparative TLC eluting with 75:25 ether:hexane gave 4-[(3-fluoro-pyridin-2-ylamino)-methyl]-piperidine-1-carboxylic acid benzyl ester: The reactants are OC12CCC(CC1)(CC2)C2=NC=1N(C(N=C(C1N2)SC)=O)CCC (8-(4-Hydroxy-bicyclo[2.2.2]oct-1-yl)-6-methylsulfanyl-3-propyl-3,7-dihydro-purin-2-one), N[C@@H](CO)CC ((R)-2-amino-1-butanol), N[C@@H](CO)CC ((R)-2-amino-1-butanol). Solvent: CS(=O)C (DMSO). Reaction conditions: temperature 150 celsius, time 3 hour. Yields the product OC12CCC(CC1)(CC2)C2=NC=1N(C(N=C(C1N2)NC(CC)CO)=O)CCC (8-(4-Hydroxy-bicyclo[2.2.2]oct-1-yl)-6-(1-hydroxymethyl-propylamino)-3-propyl-3,7-dihydro-purin-2-one). As a reaction SMILES: [OH:1][C:2]12[CH2:9][CH2:8][C:5]([C:10]3[NH:18][C:17]4[C:16](SC)=[N:15][C:14](=[O:21])[N:13]([CH2:22][CH2:23][CH3:24])[C:12]=4[N:11]=3)([CH2:6][CH2:7]1)[CH2:4][CH2:3]2.[NH2:25][C@H:26]([CH2:29][CH3:30])[CH2:27][OH:28]>CS(C)=O>[OH:1][C:2]12[CH2:9][CH2:8][C:5]([C:10]3[NH:18][C:17]4[C:16]([NH:25][CH:26]([CH2:27][OH:28])[CH2:29][CH3:30])=[N:15][C:14](=[O:21])[N:13]([CH2:22][CH2:23][CH3:24])[C:12]=4[N:11]=3)([CH2:6][CH2:7]1)[CH2:4][CH2:3]2. Procedure: 8-(4-Hydroxy-bicyclo[2.2.2]oct-1-yl)-6-methylsulfanyl-3-propyl-3,7-dihydro-purin-2-one (125 mg, 0.36 mmol) was dissolved in 3 mL of DMSO along with an excess of an appropriate amino alcohol (e.g., (R)-(−)-2-amino-1-butanol (0.24 mL, 7 eq) for compound 2). The resulting reaction mixture was stirred at 150° C. for 3 h. It was then cooled to rt and purified by preparative HPLC to afford 110 mg of the titled compound. Reactants: C1CCOC1, C[Si](C)(C)[N-][Si](C)(C)C, Clc1cc(Cl)ncn1, [Li+], N#Cc1cnc(N)cn1. Yields the product N#Cc1cnc(Nc2cc(Cl)ncn2)cn1. Reaction SMILES: [CH2:28]1[O:29][CH2:30][CH2:31][CH2:32]1.[CH3:18][Si:19]([N-:20][Si:21]([CH3:22])([CH3:23])[CH3:24])([CH3:25])[CH3:26].[Cl:1][c:2]1[n:3][cH:4][n:5][c:6]([Cl:8])[cH:7]1.[Li+:27].[NH2:9][c:10]1[n:11][cH:12][c:13]([C:16]#[N:17])[n:14][cH:15]1>>[c:2]1([NH:9][c:10]2[n:11][cH:12][c:13]([C:16]#[N:17])[n:14][cH:15]2)[n:3][cH:4][n:5][c:6]([Cl:8])[cH:7]1.